The task is: describe an organic reaction: reactants, conditions, products, and yield. This data is from the Open Reaction Database (ORD), a public repository of structured organic reaction records. The reactants are CON=C1CCOC2=CC=C(C=C12)C (6-Methylchroman-4-one O-methyl oxime). The reagents and catalysts are [Ni] (Raney Nickel). The solvent is N (ammonia), CO (methanol). Product: CC=1C=C2C(CCOC2=CC1)N (6-Methyl-chroman-4-ylamine). As a reaction SMILES: CO[N:3]=[C:4]1[C:13]2[C:8](=[CH:9][CH:10]=[C:11]([CH3:14])[CH:12]=2)[O:7][CH2:6][CH2:5]1>N.CO.[Ni]>[CH3:14][C:11]1[CH:12]=[C:13]2[C:8](=[CH:9][CH:10]=1)[O:7][CH2:6][CH2:5][CH:4]2[NH2:3]. Procedure details: A solution of Example 7A (4.24 g) in 20% ammonia in methanol (50 mL) was treated with Raney Nickel, 40 g, under hydrogen (60 psi) for 4 hours at ambient temperature. The mixture was filtered, and the solvent was evaporated under reduced pressure. The residue dissolved in diethyl ether which was washed sequentially with water and saturated aqueous sodium bicarbonate, dried with magnesium sulfate, filtered and concentrated under reduced pressure to afford the title compound. H NMR (300 MHz, CDCl3)... The reactants are CC(C)(C)OC(=O)N(CCOc1cc(Cl)cc(C(=O)O)c1)c1ccncc1, COC(=O)CCCNc1ccccc1C(N)=O, CN(C)c1ccncc1, CCN(C(C)C)C(C)C, O=C(Cl)C(=O)Cl, ClCCl, CN(C)C=O. Product: COC(=O)CCCN(C(=O)c1cc(Cl)cc(OCCN(C(=O)OC(C)(C)C)c2ccncc2)c1)c1ccccc1C(N)=O. RXN SMILES: [C:7]([CH3:8])([CH3:9])([CH3:10])[O:11][C:12](=[O:13])[N:14]([CH2:15][CH2:16][O:17][c:18]1[cH:19][c:20]([C:21](=[O:22])[OH:23])[cH:24][c:25]([Cl:27])[cH:26]1)[c:28]1[cH:29][cH:30][n:31][cH:32][cH:33]1.[CH3:34][O:35][C:36]([CH2:37][CH2:38][CH2:39][NH:40][c:41]1[c:42]([C:47]([NH2:48])=[O:49])[cH:43][cH:44][cH:45][cH:46]1)=[O:50].[CH3:68][N:69]([c:70]1[cH:71][cH:72][n:73][cH:74][cH:75]1)[CH3:76].[CH:51]([N:52]([CH2:53][CH3:54])[CH:55]([CH3:56])[CH3:57])([CH3:58])[CH3:59].[Cl:1][C:2]([C:3]([Cl:4])=[O:5])=[O:6].[Cl:60][CH2:61][Cl:62].[O:63]=[CH:64][N:65]([CH3:66])[CH3:67]>>[C:7]([CH3:8])([CH3:9])([CH3:10])[O:11][C:12](=[O:13])[N:14]([CH2:15][CH2:16][O:17][c:18]1[cH:19][c:20]([C:21](=[O:22])[N:40]([CH2:39][CH2:38][CH2:37][C:36]([O:35][CH3:34])=[O:50])[c:41]2[c:42]([C:47]([NH2:48])=[O:49])[cH:43][cH:44][cH:45][cH:46]2)[cH:24][c:25]([Cl:27])[cH:26]1)[c:28]1[cH:29][cH:30][n:31][cH:32][cH:33]1.